Task: describe an organic reaction: reactants, conditions, products, and yield. Dataset: the Open Reaction Database (ORD), a public repository of structured organic reaction records Starting materials: [H][H] (hydrogen), crude product, COC(C1=C(C=CC(=C1)CN(C)C=O)[N+](=O)[O-])=O (5-(N-formyl-N-methylamino-methyl)-2-nitrobenzoic acid methyl ester), [H][H] (hydrogen). The reagents and catalysts are [Pd] (Pd/C). Run in CO (methanol), CO (methanol). Reaction conditions: temperature 40 celsius, time 8 hour. Yields the product COC(C1=C(C=CC(=C1)CN(C)C=O)N)=O (2-amino-5-(N-formyl-N-methylamino-methyl)benzoic acid methyl ester). Reaction SMILES: [CH3:1][O:2][C:3](=[O:18])[C:4]1[CH:9]=[C:8]([CH2:10][N:11]([CH:13]=[O:14])[CH3:12])[CH:7]=[CH:6][C:5]=1[N+:15]([O-])=O.[H][H]>CO.[Pd]>[CH3:1][O:2][C:3](=[O:18])[C:4]1[CH:9]=[C:8]([CH2:10][N:11]([CH:13]=[O:14])[CH3:12])[CH:7]=[CH:6][C:5]=1[NH2:15]. Reported procedure: There was dissolved, in 34 mL of methanol, 4.47 g of the crude product of 5-(N-formyl-N-methylamino-methyl)-2-nitrobenzoic acid methyl ester, prepare in the step 1, 5% Pd/C (wet product) was added to the solution in an argon gas atmosphere and then hydrogen gas was introduced into the reaction container. The reaction system was stirred at a reaction temperature of 40° C. for 8 hours, the hydrogen gas was replaced with argon gas, 14 mL of methanol was then added to the reaction system and the tem... Starting materials: CC(C)(C)N, CCc1cccs1, ClP(Cl)(Cl)(Cl)Cl, O=S(=O)(O)Cl, Cl, C1CCOC1. Product: CCc1ccc(S(=O)(=O)NC(C)(C)C)s1. RXN SMILES: [C:20]([CH3:21])([CH3:22])([CH3:23])[NH2:24].[CH2:13]([CH3:14])[c:15]1[s:16][cH:17][cH:18][cH:19]1.[Cl:1][P:2]([Cl:3])([Cl:4])([Cl:5])[Cl:6].[Cl:7][S:8](=[O:9])(=[O:10])[OH:11].[ClH:12].[O:25]1[CH2:26][CH2:27][CH2:28][CH2:29]1>>[S:8](=[O:9])(=[O:11])([c:17]1[s:16][c:15]([CH2:13][CH3:14])[cH:19][cH:18]1)[NH:24][C:20]([CH3:21])([CH3:22])[CH3:23]. Starting materials: solid, Cl.Cl.Cl.O1CCC=2C(=NC=CC21)N2CCN(CC2)CC[C@@H]2CC[C@H](CC2)N (trans-4-{2-[4-(2,3-dihydrofuro[3,2-c]pyridin-4-yl)-piperazin-1-yl]-ethyl}-cyclohexanamine trihydrochloride), Cl.Cl.Cl.O1CCC=2C(=NC=CC21)N2CCN(CC2)CC[C@@H]2CC[C@H](CC2)N (trans-4-{2-[4-(2,3-dihydrofuro[3,2-c]pyridin-4-yl)-piperazin-1-yl]-ethyl}-cyclohexanamine trihydrochloride), O1N=C(C2=C1C=CC=C2)CC(=O)O (2-benzo[d]isoxazol-3-yl-acetic acid). Product: O1N=C(C2=C1C=CC=C2)CC(=O)N[C@@H]2CC[C@H](CC2)CCN2CCN(CC2)C2=NC=CC1=C2CCO1 (trans-2-Benzo[d] isoxazol-3-yl-N-(4-{2-[4-(2,3-dihydro-furo[3,2-c]pyridin-4-yl)-piperazin-1-yl]-ethyl}-cyclohexyl)-acetamide). Reaction SMILES: Cl.Cl.Cl.[O:4]1[C:12]2[CH:11]=[CH:10][N:9]=[C:8]([N:13]3[CH2:18][CH2:17][N:16]([CH2:19][CH2:20][C@H:21]4[CH2:26][CH2:25][C@H:24]([NH2:27])[CH2:23][CH2:22]4)[CH2:15][CH2:14]3)[C:7]=2[CH2:6][CH2:5]1.[O:28]1[C:32]2[CH:33]=[CH:34][CH:35]=[CH:36][C:31]=2[C:30]([CH2:37][C:38](O)=[O:39])=[N:29]1>>[O:28]1[C:32]2[CH:33]=[CH:34][CH:35]=[CH:36][C:31]=2[C:30]([CH2:37][C:38]([NH:27][C@H:24]2[CH2:25][CH2:26][C@H:21]([CH2:20][CH2:19][N:16]3[CH2:17][CH2:18][N:13]([C:8]4[C:7]5[CH2:6][CH2:5][O:4][C:12]=5[CH:11]=[CH:10][N:9]=4)[CH2:14][CH2:15]3)[CH2:22][CH2:23]2)=[O:39])=[N:29]1 |f:0.1.2.3|. Procedure details: The title compound, white solid (114 mg, 93%), MS (ISP) m/z=490.4 [(M+H)+], mp 217.5° C., was prepared in accordance with the general method of example 32 from trans-4-{2-[4-(2,3-dihydrofuro[3,2-c]pyridin-4-yl)-piperazin-1-yl]-ethyl}-cyclohexanamine trihydrochloride (intermediate C) (110 mg, 0.25 mmol) and 2-benzo[d]isoxazol-3-yl-acetic acid. Reactants: C(#C)[C@@H]1N(CCC1)C(=O)OC(C)(C)C ((R)-2-ethynyl-1-pyrrolidinecarboxylic acid, 1,1-dimethylethyl ester), O1CCOCC1 (dioxane), N1CCCC1 (pyrrolidine), C=O (paraformaldehyde), cuprous chloride. Run in C(C)(=O)O (acetic acid). Conditions: time 15 minute. The product is N1(CCCC1)CC#C[C@@H]1N(CCC1)C(=O)OC(C)(C)C ((R)-2-[3-(1-Pyrrolidinyl)-1-propynyl]-1-pyrrolidine-carboxylic acid, 1,1-dimethylethyl ester). Reaction SMILES: [C:1]([C@H:3]1[CH2:7][CH2:6][CH2:5][N:4]1[C:8]([O:10][C:11]([CH3:14])([CH3:13])[CH3:12])=[O:9])#[CH:2].O1[CH2:20][CH2:19]OCC1.[NH:21]1[CH2:25]C[CH2:23][CH2:22]1.C=O>C(O)(=O)C>[N:21]1([CH2:25][C:2]#[C:1][C@H:3]2[CH2:7][CH2:6][CH2:5][N:4]2[C:8]([O:10][C:11]([CH3:14])([CH3:13])[CH3:12])=[O:9])[CH2:20][CH2:19][CH2:23][CH2:22]1. Reported procedure: A mixture of 3.5 g of (R)-2-ethynyl-1-pyrrolidinecarboxylic acid, 1,1-dimethylethyl ester, 75 ml dry dioxane, 3.0 ml pyrrolidine, 1.43 g of paraformaldehyde, 7.0 ml of glacial acetic acid and 50 mg of cuprous chloride is stirred at room temperature for 15 minutes then refluxed for 2 hours. The reaction is cooled and concentrated in vacuo. The residue is partitioned between water and methylene chloride and the pH of the mixture is adjusted to pH 11 with ammonium hydroxide. The basified reaction i... The reactants are O=[N+]([O-])c1ccc2[nH]nc(Br)c2c1, O=C([O-])[O-], CC(C)(C)OC(=O)N1CC=C(B2OC(C)(C)C(C)(C)O2)CC1, [Na+], [Na+], C1COCCO1, c1ccc(P(c2ccccc2)(c2ccccc2)[Pd](P(c2ccccc2)(c2ccccc2)c2ccccc2)(P(c2ccccc2)(c2ccccc2)c2ccccc2)P(c2ccccc2)(c2ccccc2)c2ccccc2)cc1. The product is CC(C)(C)OC(=O)N1CC=C(c2n[nH]c3ccc([N+](=O)[O-])cc23)CC1. Reaction SMILES: [Br:1][c:2]1[n:3][nH:4][c:5]2[cH:6][cH:7][c:8]([N+:11](=[O:12])[O-:13])[cH:9][c:10]12.[C:36](=[O:37])([O-:38])[O-:39].[CH3:14][C:15]1([CH3:16])[C:17]([CH3:18])([CH3:19])[O:20][B:21]([C:22]2=[CH:23][CH2:24][N:25]([C:28](=[O:29])[O:30][C:31]([CH3:32])([CH3:33])[CH3:34])[CH2:26][CH2:27]2)[O:35]1.[Na+:40].[Na+:41].[O:42]1[CH2:43][CH2:44][O:45][CH2:46][CH2:47]1.[cH:48]1[cH:49][cH:50][c:51]([P:52]([Pd:53]([P:54]([c:55]2[cH:56][cH:57][cH:58][cH:59][cH:60]2)([c:61]2[cH:62][cH:63][cH:64][cH:65][cH:66]2)[c:67]2[cH:68][cH:69][cH:70][cH:71][cH:72]2)([P:73]([c:74]2[cH:75][cH:76][cH:77][cH:78][cH:79]2)([c:80]2[cH:81][cH:82][cH:83][cH:84][cH:85]2)[c:86]2[cH:87][cH:88][cH:89][cH:90][cH:91]2)[P:92]([c:93]2[cH:94][cH:95][cH:96][cH:97][cH:98]2)([c:99]2[cH:100][cH:101][cH:102][cH:103][cH:104]2)[c:105]2[cH:106][cH:107][cH:108][cH:109][cH:110]2)([c:111]2[cH:112][cH:113][cH:114][cH:115][cH:116]2)[c:117]2[cH:118][cH:119][cH:120][cH:121][cH:122]2)[cH:123][cH:124]1>>[c:2]1([C:22]2=[CH:23][CH2:24][N:25]([C:28](=[O:29])[O:30][C:31]([CH3:32])([CH3:33])[CH3:34])[CH2:26][CH2:27]2)[n:3][nH:4][c:5]2[cH:6][cH:7][c:8]([N+:11](=[O:12])[O-:13])[cH:9][c:10]12. Reactants: C=CCC(CCc1cccc(C(F)(F)F)c1)C(=O)OCC, ClCCl, O=[O+][O-]. Product: CCOC(=O)C(CCc1cccc(C(F)(F)F)c1)CC1COOO1. As a reaction SMILES: [CH2:1]([CH3:2])[O:3][C:4]([CH:5]([CH2:6][CH:7]=[CH2:8])[CH2:9][CH2:10][c:11]1[cH:12][c:13]([C:17]([F:18])([F:19])[F:20])[cH:14][cH:15][cH:16]1)=[O:21].[Cl:25][CH2:26][Cl:27].[O-:22][O+:23]=[O:24]>>[CH2:1]([CH3:2])[O:3][C:4]([CH:5]([CH2:6][CH:7]1[CH2:8][O:22][O:23][O:24]1)[CH2:9][CH2:10][c:11]1[cH:12][c:13]([C:17]([F:18])([F:19])[F:20])[cH:14][cH:15][cH:16]1)=[O:21]. The reactants are ClCCl, Cc1cc2n(c1)Cc1cc(Cl)ccc1NC2=O, O=P(Cl)(Cl)Cl. The product is Cc1cc2n(c1)Cc1cc(Cl)ccc1N=C2Cl. Reaction SMILES: [Cl:23][CH2:24][Cl:25].[Cl:6][c:7]1[cH:8][cH:9][c:10]2[c:11]([cH:22]1)[CH2:12][n:13]1[c:14]([cH:18][c:19]([CH3:21])[cH:20]1)[C:15](=[O:17])[NH:16]2.[P:1]([Cl:2])([Cl:3])([Cl:4])=[O:5]>>[Cl:3][C:15]1=[N:16][c:10]2[cH:9][cH:8][c:7]([Cl:6])[cH:22][c:11]2[CH2:12][n:13]2[c:14]1[cH:18][c:19]([CH3:21])[cH:20]2.